Dataset: the Open Reaction Database (ORD), a public repository of structured organic reaction records. Task: describe an organic reaction: reactants, conditions, products, and yield The reactants are C(C)OC(=O)[C@@H]1CC[C@H](CC1)N1N=CC=C1 (trans-4-pyrazol-1-yl-cyclohexanecarboxylic acid ethyl ester), [OH-].[Na+] (sodium hydroxide), Cl (hydrochloric acid). Run in O1CCOCC1 (1,4-dioxane). Product: N1(N=CC=C1)[C@@H]1CC[C@H](CC1)C(=O)O (trans-4-Pyrazol-1-yl-cyclohexanecarboxylic acid). Isolated yield 95.8%. As a reaction SMILES: C([O:3][C:4]([C@H:6]1[CH2:11][CH2:10][C@H:9]([N:12]2[CH:16]=[CH:15][CH:14]=[N:13]2)[CH2:8][CH2:7]1)=[O:5])C.[OH-].[Na+].Cl>O1CCOCC1>[N:12]1([C@H:9]2[CH2:8][CH2:7][C@H:6]([C:4]([OH:5])=[O:3])[CH2:11][CH2:10]2)[CH:16]=[CH:15][CH:14]=[N:13]1 |f:1.2|. Procedure: A solution of trans-4-pyrazol-1-yl-cyclohexanecarboxylic acid ethyl ester (95 mg, 0.43 mmol) in 1,4-dioxane (4.3 ml) and 2 M aqueous sodium hydroxide solution (2.2 ml, 4.4 mmol) was stirred at room temperature for 20 h. The pH was adjusted to 2 by addition of 2 M aqueous hydrochloric acid. The mixture was partitioned between ethyl acetate (25 ml) and water (25 ml). The layers were separated. The aqueous layer was extracted with two 25-ml portions of ethyl acetate. The combined organic layers wer... The reactants are CN1C=C[NH+](C)C1SCC(=O)CCl, CCO, [Cl-], [Na], Cn1nnnc1S. The product is [Cl-], CN1C=C[NH+](C)C1SCC(=O)CSc1nnnn1C. RXN SMILES: [CH3:10][NH+:11]1[CH:12]([S:17][CH2:18][C:19]([CH2:20][Cl:21])=[O:22])[N:13]([CH3:16])[CH:14]=[CH:15]1.[CH3:23][CH2:24][OH:25].[Cl-:9].[Na:1].[SH:2][c:3]1[n:4][n:5][n:6][n:7]1[CH3:8]>>[Cl-:21].[S:2]([c:3]1[n:4][n:5][n:6][n:7]1[CH3:8])[CH2:20][C:19]([CH2:18][S:17][CH:12]1[N:11]([CH3:10])[CH:15]=[CH:14][NH+:13]1[CH3:16])=[O:22]. Starting materials: CSSC, CC(=O)O, Cc1ccc(Cl)c(N)c1Cl, Cl, [Cu], O=N[O-], [Na+], O. Yields the product CSc1c(Cl)ccc(C)c1Cl. RXN SMILES: [CH3:16][S:17][S:18][CH3:19].[CH3:21][C:22](=[O:23])[OH:24].[Cl:5][c:6]1[c:7]([NH2:8])[c:9]([Cl:14])[cH:10][cH:11][c:12]1[CH3:13].[ClH:15].[Cu:25].[N:1]([O-:2])=[O:3].[Na+:4].[OH2:20]>>[Cl:5][c:6]1[c:7]([S:17][CH3:16])[c:9]([Cl:14])[cH:10][cH:11][c:12]1[CH3:13].